From a dataset of the Open Reaction Database (ORD), a public repository of structured organic reaction records. describe an organic reaction: reactants, conditions, products, and yield The reactants are [BH4-], CO, ClCCl, COc1ccc2nccc(C(O)CN3CCCC(CN)C3)c2c1, [Na+], O=Cc1ccc2c(c1)NC(=O)CO2. Product: COc1ccc2nccc(C(O)CN3CCCC(CNCc4ccc5c(c4)NC(=O)CO5)C3)c2c1. As a reaction SMILES: [BH4-:37].[CH3:39][OH:40].[Cl:41][CH2:42][Cl:43].[NH2:14][CH2:15][CH:16]1[CH2:17][N:18]([CH2:22][CH:23]([OH:24])[c:25]2[cH:26][cH:27][n:28][c:29]3[cH:30][cH:31][c:32]([O:35][CH3:36])[cH:33][c:34]23)[CH2:19][CH2:20][CH2:21]1.[Na+:38].[O:1]=[C:2]1[CH2:3][O:4][c:5]2[c:6]([cH:8][c:9]([CH:12]=[O:13])[cH:10][cH:11]2)[NH:7]1>>[O:1]=[C:2]1[CH2:3][O:4][c:5]2[c:6]([cH:8][c:9]([CH2:12][NH:14][CH2:15][CH:16]3[CH2:17][N:18]([CH2:22][CH:23]([OH:24])[c:25]4[cH:26][cH:27][n:28][c:29]5[cH:30][cH:31][c:32]([O:35][CH3:36])[cH:33][c:34]45)[CH2:19][CH2:20][CH2:21]3)[cH:10][cH:11]2)[NH:7]1. Reactants: ClCCCS(=O)(=O)NC1=CC(=CC=C1)C(C1=C(C2=C(OC1=O)CCCCCC2)O)C2CC2 (3-Chloro-N-[3-[cyclopropyl(5,6,7,8,9,10-hexahydro-4-hydroxy-2-oxo-2H-cycloocta[b]pyran-3-yl)methyl]phenyl]-1-propanesulfonamide), [Na+].[I-] (NaI). Run in C(Cl)Cl (methylene chloride). Yields the product ICCCS(=O)(=O)NC1=CC(=CC=C1)C(C1=C(C2=C(OC1=O)CCCCCC2)O)C2CC2 (3-Iodo-N-[3-[cyclopropyl(5,6,7,8,9,10-hexahydro-4-hydroxy-2-oxo-2H-cycloocta[b]pyran-3-yl)methyl]phenyl]-1 -propanesulfonamide). RXN SMILES: Cl[CH2:2][CH2:3][CH2:4][S:5]([NH:8][C:9]1[CH:14]=[CH:13][CH:12]=[C:11]([CH:15]([CH:30]2[CH2:32][CH2:31]2)[C:16]2[C:21](=[O:22])[O:20][C:19]3[CH2:23][CH2:24][CH2:25][CH2:26][CH2:27][CH2:28][C:18]=3[C:17]=2[OH:29])[CH:10]=1)(=[O:7])=[O:6].[Na+].[I-:34]>C(Cl)Cl>[I:34][CH2:2][CH2:3][CH2:4][S:5]([NH:8][C:9]1[CH:14]=[CH:13][CH:12]=[C:11]([CH:15]([CH:30]2[CH2:32][CH2:31]2)[C:16]2[C:21](=[O:22])[O:20][C:19]3[CH2:23][CH2:24][CH2:25][CH2:26][CH2:27][CH2:28][C:18]=3[C:17]=2[OH:29])[CH:10]=1)(=[O:7])=[O:6] |f:1.2|. Procedure details: To 96 mg (2 mmol) of the title compound of Example 331 is added 34 mg of NaI and 2 ml of methylene chloride. The reaction mixture is heated at reflux for 18 hours. The solution is cooled to room temperature and evaporated to dryness under vacuum. The residue is distributed between water and methylene chloride, the organic solution is washed twice with water, dried over anhydrous sodium sulfate, filtered and evaporated to dryness to give the title compound as an amorphous solid.